This data is from the Open Reaction Database (ORD), a public repository of structured organic reaction records. The task is: describe an organic reaction: reactants, conditions, products, and yield Starting materials: CC1(C)OC2C(N)CC(CO[Si](C)(C)C(C)(C)C)C2O1, O=C([O-])[O-], C1COCCO1, Cc1nc(Cl)nc(NC2CCc3ccccc32)n1, [K+], [K+]. Product: Cc1nc(NC2CCc3ccccc32)nc(NC2CC(CO[Si](C)(C)C(C)(C)C)C3OC(C)(C)OC23)n1. Reaction SMILES: [C:1]([CH3:2])([CH3:3])([CH3:4])[Si:5]([O:6][CH2:7][CH:8]1[CH2:9][CH:10]([NH2:18])[CH:11]2[CH:12]1[O:13][C:14]([CH3:16])([CH3:17])[O:15]2)([CH3:19])[CH3:20].[C:39](=[O:40])([O-:41])[O-:42].[CH2:45]1[O:46][CH2:47][CH2:48][O:49][CH2:50]1.[Cl:21][c:22]1[n:23][c:24]([NH:29][CH:30]2[CH2:31][CH2:32][c:33]3[cH:34][cH:35][cH:36][cH:37][c:38]32)[n:25][c:26]([CH3:28])[n:27]1.[K+:43].[K+:44]>>[C:1]([CH3:2])([CH3:3])([CH3:4])[Si:5]([O:6][CH2:7][CH:8]1[CH2:9][CH:10]([NH:18][c:22]2[n:23][c:24]([NH:29][CH:30]3[CH2:31][CH2:32][c:33]4[cH:34][cH:35][cH:36][cH:37][c:38]43)[n:25][c:26]([CH3:28])[n:27]2)[CH:11]2[CH:12]1[O:13][C:14]([CH3:16])([CH3:17])[O:15]2)([CH3:19])[CH3:20]. The reactants are c1ccc(CNCc2ccccc2)cc1, O=CNc1cc(C2CO2)ccc1OCc1ccccc1. Product: O=CNc1cc(C(O)CN(Cc2ccccc2)Cc2ccccc2)ccc1OCc1ccccc1. Reaction SMILES: [CH2:21]([c:22]1[cH:23][cH:24][cH:25][cH:26][cH:27]1)[NH:28][CH2:29][c:30]1[cH:31][cH:32][cH:33][cH:34][cH:35]1.[O:1]1[CH:2]([c:4]2[cH:5][cH:6][c:7]([O:13][CH2:14][c:15]3[cH:16][cH:17][cH:18][cH:19][cH:20]3)[c:8]([NH:10][CH:11]=[O:12])[cH:9]2)[CH2:3]1>>[OH:1][CH:2]([CH2:3][N:28]([CH2:21][c:22]1[cH:23][cH:24][cH:25][cH:26][cH:27]1)[CH2:29][c:30]1[cH:31][cH:32][cH:33][cH:34][cH:35]1)[c:4]1[cH:5][cH:6][c:7]([O:13][CH2:14][c:15]2[cH:16][cH:17][cH:18][cH:19][cH:20]2)[c:8]([NH:10][CH:11]=[O:12])[cH:9]1. Starting materials: [Li+].[OH-] (LiOH), CC1=NOC=C1C(=O)OCC1=CC=C(C=C1)C12N(C(C=3N(C1)C=C(C3)C=3C=NC=CC3)=O)CCN2C(=O)C=2C(=NOC2)C (4-{1-[(3-methyl-1,2-oxazol-4-yl)carbonyl]-5-oxo-7-(pyridin-3-yl)-2,3-dihydro-1H,5H-imidazo[1,2-a]pyrrolo[1,2-d]-pyrazin-10a(10H)-yl}benzyl 3-methyl-1,2-oxazole-4-carboxylate), CO.CC#N (MeOH CH3CN). RXN SMILES: [Li+].[OH-].CC1C(C([O:11][CH2:12][C:13]2[CH:18]=[CH:17][C:16]([C:19]34[N:37]([C:38]([C:40]5[C:41]([CH3:45])=[N:42][O:43][CH:44]=5)=[O:39])[CH2:36][CH2:35][N:20]3[C:21](=[O:34])[C:22]3[N:23]([CH:25]=[C:26]([C:28]5[CH:29]=[N:30][CH:31]=[CH:32][CH:33]=5)[CH:27]=3)[CH2:24]4)=[CH:15][CH:14]=2)=O)=CON=1.CO.CC#N>[Cl-].[Na+].O>[OH:11][CH2:12][C:13]1[CH:18]=[CH:17][C:16]([C:19]23[N:37]([C:38]([C:40]4[C:41]([CH3:45])=[N:42][O:43][CH:44]=4)=[O:39])[CH2:36][CH2:35][N:20]2[C:21](=[O:34])[C:22]2[N:23]([CH:25]=[C:26]([C:28]4[CH:29]=[N:30][CH:31]=[CH:32][CH:33]=4)[CH:27]=2)[CH2:24]3)=[CH:15][CH:14]=1 |f:0.1,3.4,5.6.7|. Product: OCC1=CC=C(C=C1)C12N(C(C=3N(C1)C=C(C3)C=3C=NC=CC3)=O)CCN2C(=O)C=2C(=NOC2)C (10a-[4-(hydroxymethyl)phenyl]-1-[(3-methyl-1,2-oxazol-4-yl)carbonyl]-7-(pyridin-3-yl)-2,3,10,10a-tetrahydro-1H,5H-imidazo[1,2-a]pyrrolo[1,2-d]pyrazin-5-one), solid. Reaction conditions: time 3 hour. Procedure details: Aqueous LiOH solution (1M)(0.75 mg, 0.018 mmol) was added to a solution of 4-{1-[(3-methyl-1,2-oxazol-4-yl)carbonyl]-5-oxo-7-(pyridin-3-yl)-2,3-dihydro-1H,5H-imidazo[1,2-a]pyrrolo[1,2-d]-pyrazin-10a(10H)-yl}benzyl 3-methyl-1,2-oxazole-4-carboxylate (9.6 mg, 0.016 mmol) in a mixture MeOH/CH3CN (2 mL) and stirred at room temperature for 3 h. Brine (1 mL) was added and the resultant mixture was extracted with EtOAc (3×1 mL). The organic layers were combined, dried (MgSO4) and concentrated in vacuo ... Run in [Cl-].[Na+].O (Brine). The yield is 37.0%. The reactants are ClC1=NC=C(C(=O)O)C=C1 (6-chloronicotinic acid), C1(=CC=CC=C1)O (phenol), C1CCC(CC1)N=C=NC2CCCCC2 (DCC). The reagents and catalysts are CN(C)C=1C=CN=CC1 (DMAP). The solvent is CCOCC (ether). Conditions: time 8 hour. Yields the product ClC1=NC=C(C(=O)OC2=CC=CC=C2)C=C1 (phenyl 6-chloronicotinate). Isolated yield 87.4%. RXN SMILES: [Cl:1][C:2]1[CH:10]=[CH:9][C:5]([C:6]([OH:8])=[O:7])=[CH:4][N:3]=1.[C:11]1(O)[CH:16]=[CH:15][CH:14]=[CH:13][CH:12]=1.C1CCC(N=C=NC2CCCCC2)CC1>CN(C1C=CN=CC=1)C.CCOCC>[Cl:1][C:2]1[CH:10]=[CH:9][C:5]([C:6]([O:8][C:11]2[CH:16]=[CH:15][CH:14]=[CH:13][CH:12]=2)=[O:7])=[CH:4][N:3]=1. Procedure: A mixture of 6-chloronicotinic acid (68.0 g, 0.431 mol), phenol (40.6 g, 0.431 mol), DCC (93.6 g, 0.453 mol), and DMAP (1.60 g, 0.0129 mol) in ether (1 L) was stirred at room temperature overnight. The solvent was evaporated and the residue was stirred in CH2Cl2. The solid was filtered and the filtrate was purified by flash chromatography eluted with CH2Cl2 to give 88.0 g (88%) of the desired product. MS (DCI/NH3) m/z: 234.0 (M+H)+; 1H NMR (300 MHz, CDCl3) δ ppm 7.22 (d, J=8.14 Hz, 2H) 7.31 (t, ... RXN SMILES: [Cl:1][C:2]1[CH:7]=[CH:6][CH:5]=[CH:4][C:3]=1[C:8](=O)[C:9]1[CH:14]=[C:13]([N+:15]([O-:17])=[O:16])[CH:12]=[CH:11][C:10]=1[N:18]1[C:22]([CH3:23])=[CH:21][N:20]=[C:19]1[CH2:24][N:25]1C(=O)C2=CC=CC=C2C1=O.NN>C(O)C>[N+:15]([C:13]1[CH:12]=[CH:11][C:10]2[N:18]3[C:22]([CH3:23])=[CH:21][N:20]=[C:19]3[CH2:24][N:25]=[C:8]([C:3]3[CH:4]=[CH:5][CH:6]=[CH:7][C:2]=3[Cl:1])[C:9]=2[CH:14]=1)([O-:17])=[O:16]. Solvent: C(C)O (ethanol). Procedure: In the manner given in Example 25, 2'-chloro-5-nitro-2-[5-methyl-2-(phthalimidomethyl)imidazol-1-yl]benzophenone in ethanol is heated with hydrazine to give 8-nitro-6-(o-chlorophenyl)-1-methyl-4H-imidazo[1,2-a][1,4]benzodiazepine Yields the product [N+](=O)([O-])C=1C=CC2=C(C(=NCC=3N2C(=CN3)C)C3=C(C=CC=C3)Cl)C1 (8-nitro-6-(o-chlorophenyl)-1-methyl-4H-imidazo[1,2-a][1,4]benzodiazepine). The reactants are ClC1=C(C=CC=C1)C(C1=C(C=CC(=C1)[N+](=O)[O-])N1C(=NC=C1C)CN1C(C=2C(C1=O)=CC=CC2)=O)=O (2'-chloro-5-nitro-2-[5-methyl-2-(phthalimidomethyl)imidazol-1-yl]benzophenone), NN (hydrazine). The reactants are FC1=C(C(=O)O)C=CC(=C1)NCCCCCCCCCCCCCCCC (2-fluoro-4-(hexadecylamino)-benzoic acid), [OH-].[Na+] (sodium hydroxide). Solvent: C(C)O.O (ethanol water). Reaction conditions: time 4 hour. The product is FC1=C(C(=O)[O-])C=CC(=C1)NCCCCCCCCCCCCCCCC.[Na+] (sodium 2-fluoro-4-(hexadecylamino)benzoate). RXN SMILES: [F:1][C:2]1[CH:10]=[C:9]([NH:11][CH2:12][CH2:13][CH2:14][CH2:15][CH2:16][CH2:17][CH2:18][CH2:19][CH2:20][CH2:21][CH2:22][CH2:23][CH2:24][CH2:25][CH2:26][CH3:27])[CH:8]=[CH:7][C:3]=1[C:4]([OH:6])=[O:5].[OH-].[Na+:29]>C(O)C.O>[F:1][C:2]1[CH:10]=[C:9]([NH:11][CH2:12][CH2:13][CH2:14][CH2:15][CH2:16][CH2:17][CH2:18][CH2:19][CH2:20][CH2:21][CH2:22][CH2:23][CH2:24][CH2:25][CH2:26][CH3:27])[CH:8]=[CH:7][C:3]=1[C:4]([O-:6])=[O:5].[Na+:29] |f:1.2,3.4,5.6|. Reported procedure: A mixture of 3.62 g. of 2-fluoro-4-(hexadecylamino)-benzoic acid and 25 ml of ethanol-water (9:1) containing 0.400 g of sodium hydroxide is stirred for 4 hours. The mixture is filtered and the residue washed with 10 ml of ethanol-water (9:1) and dried, in vacuo, over P2O5 for 24 hours to yield sodium 2-fluoro-4-(hexadecylamino)benzoate as a white solid. Reactants: C(C)C1(CC=2C(=C(SC2)C(=O)O)CC1)CC (5,5-diethyl-4,5,6,7-tetrahydro-benzo[c]thiophene-1-carboxylic acid), [Li]CCCC (BuLi), C(C)I (ethyliodide). Solvent: CC#N (CH3CN). Yields the product C(C)C1=C2C(=C(S1)C(=O)O)CCC(C2)(CC)CC (3,5,5-Triethyl-4,5,6,7-tetrahydro-benzo[c]thiophene-1-carboxylic acid). RXN SMILES: [CH2:1]([C:3]1([CH2:15][CH3:16])[CH2:14][CH2:13][C:6]2=[C:7]([C:10]([OH:12])=[O:11])[S:8][CH:9]=[C:5]2[CH2:4]1)[CH3:2].[Li][CH2:18][CH2:19]CC.C(I)C>CC#N>[CH2:18]([C:9]1[S:8][C:7]([C:10]([OH:12])=[O:11])=[C:6]2[CH2:13][CH2:14][C:3]([CH2:1][CH3:2])([CH2:15][CH3:16])[CH2:4][C:5]=12)[CH3:19]. Procedure: 3,5,5-Triethyl-4,5,6,7-tetrahydro-benzo[c]thiophene-1-carboxylic acid is prepared from 5,5-diethyl-4,5,6,7-tetrahydro-benzo[c]thiophene-1-carboxylic acid by treatment with tert.-BuLi followed by ethyliodide in analogy to Example C; LC-MS: tR=1.07 min, [M+1+CH3CN]=308.14. Reactants: FC(OC=1C=C(CN)C=CC1)(F)F (3-(trifluoromethoxy)benzylamine), C1=NC=CC2=C(C=CC=C12)C(C(=O)O)C (2-(5-isoquinolinyl)propanoic acid), C1=NC=CC2=C(C=CC=C12)CC(=O)O (5-isoquinolinylacetic acid). The product is C1=NC=CC2=C(C=CC=C12)C(C(=O)NCC1=CC(=CC=C1)OC(F)(F)F)C (2-(5-isoquinolinyl)-N-[3-(trifluoromethoxy)benzyl]propanamide). Reaction SMILES: [F:1][C:2]([F:13])([F:12])[O:3][C:4]1[CH:5]=[C:6]([CH:9]=[CH:10][CH:11]=1)[CH2:7][NH2:8].[CH:14]1[C:23]2[C:18](=[C:19]([CH:24]([CH3:28])[C:25](O)=[O:26])[CH:20]=[CH:21][CH:22]=2)[CH:17]=[CH:16][N:15]=1.C1C2C(=C(CC(O)=O)C=CC=2)C=CN=1>>[CH:14]1[C:23]2[C:18](=[C:19]([CH:24]([CH3:28])[C:25]([NH:8][CH2:7][C:6]3[CH:9]=[CH:10][CH:11]=[C:4]([O:3][C:2]([F:12])([F:13])[F:1])[CH:5]=3)=[O:26])[CH:20]=[CH:21][CH:22]=2)[CH:17]=[CH:16][N:15]=1. Procedure details: The title compound was prepared using the procedure described in Example 222B using 3-(trifluoromethoxy)benzylamine and 2-(5-isoquinolinyl)propanoic acid instead of 4-(trifluoromethoxy)benzylamine and 5-isoquinolinylacetic acid. MS (ESI+) m/z 375 (M+H)+; MS (ESI−) m/z 373 (M−H)−; 1H NMR (DMSO, 300 MHz) δ 1.54 (d, J 7.1, 3H), 4.28 (d, J 6.1, 2H), 4.50 (q, J 7.1, 1H), 7.05 (s, 1H), 7.20 (m, 2H), 7.40 (m, 1H), 7.81 (t, J 7.8, 1H), 7.96 (d, J 7.2, 1H), 8.21 (d, J 8.1, 1H), 8.32 (d, J 6.2, 1H), 8.61 ... The product is BrC1=CC=C(C=C1)NC1=C2N=CN(C2=NC(=N1)NN)C ((4-Bromo-phenyl)-(2-hydrazino-9-methyl-9H-purin-6-yl)-amine). Reported procedure: Was prepared according to Example 8 from (4-bromo-phenyl)-(2-chloro-9-methyl-9H-purin-6-yl)-amine and hydrazine monohydrate. As a reaction SMILES: [Br:1][C:2]1[CH:7]=[CH:6][C:5]([NH:8][C:9]2[N:17]=[C:16](Cl)[N:15]=[C:14]3[C:10]=2[N:11]=[CH:12][N:13]3[CH3:19])=[CH:4][CH:3]=1.O.[NH2:21][NH2:22]>>[Br:1][C:2]1[CH:7]=[CH:6][C:5]([NH:8][C:9]2[N:17]=[C:16]([NH:21][NH2:22])[N:15]=[C:14]3[C:10]=2[N:11]=[CH:12][N:13]3[CH3:19])=[CH:4][CH:3]=1 |f:1.2|. The reactants are BrC1=CC=C(C=C1)NC1=C2N=CN(C2=NC(=N1)Cl)C ((4-bromo-phenyl)-(2-chloro-9-methyl-9H-purin-6-yl)-amine), O.NN (hydrazine monohydrate).